From a dataset of the Open Reaction Database (ORD), a public repository of structured organic reaction records. describe an organic reaction: reactants, conditions, products, and yield Starting materials: ClC1=CC(=C(C(=O)NC=2C(=NC=NC2NC2=CC=C(C=C2)Cl)Cl)C=C1)F (4-chloro-N-[4-chloro-6-(4-chlorophenylamino)-pyrimidin-5-yl]-2-fluorobenzamide). Solvent: O=P(Cl)(Cl)Cl (POCl3), C(C)(=O)OCC (ethyl acetate). Reaction conditions: time 2 hour. Product: ClC1=C2N=C(N(C2=NC=N1)C1=CC=C(C=C1)Cl)C1=C(C=C(C=C1)Cl)F (6-chloro-8-(4-chloro-2-fluorophenyl)-9-(4-chloro-phenyl)-9H-purine). RXN SMILES: [Cl:1][C:2]1[CH:25]=[CH:24][C:5]([C:6]([NH:8][C:9]2[C:10]([Cl:23])=[N:11][CH:12]=[N:13][C:14]=2[NH:15][C:16]2[CH:21]=[CH:20][C:19]([Cl:22])=[CH:18][CH:17]=2)=O)=[C:4]([F:26])[CH:3]=1>O=P(Cl)(Cl)Cl.C(OCC)(=O)C>[Cl:23][C:10]1[N:11]=[CH:12][N:13]=[C:14]2[C:9]=1[N:8]=[C:6]([C:5]1[CH:24]=[CH:25][C:2]([Cl:1])=[CH:3][C:4]=1[F:26])[N:15]2[C:16]1[CH:21]=[CH:20][C:19]([Cl:22])=[CH:18][CH:17]=1. Procedure: A suspension of 4-chloro-N-[4-chloro-6-(4-chlorophenylamino)-pyrimidin-5-yl]-2-fluorobenzamide I-(7A-91)a (8.3 g, 20 mmol) in POCl3 (100 ml) was heated to reflux. The light brown reaction became homogeneous over 2 hours. After refluxing 3 hours, the reaction mixture was cooled and concentrated under reduced pressure to give a viscous oil. The residue was diluted with ethyl acetate and poured over ice/aqueous sodium bicarbonate. The organic layer was separated, washed with brine, dried (Na2SO4), ...